From a dataset of the Open Reaction Database (ORD), a public repository of structured organic reaction records. describe an organic reaction: reactants, conditions, products, and yield Starting materials: ice water, C(=O)(N1C=NC=C1)N1C=NC=C1 (1,1'-carbonyldiimidazole), O=C1C2=C(N3C([C@H]4N1CCC4)=C(N=C3)C(=O)O)C=CS2 ((S)-10,11,12,12a-tetrahydro-8-oxo-8H-imidazo[5,1-c]pyrrolo[1,2-a]thieno[3,2-e][1,4]diazepine-1-carboxylic acid), N (ammonia). Run in CN(C=O)C (dimethylformamide). Yields the product O=C1C2=C(N3C([C@H]4N1CCC4)=C(N=C3)C(=O)N)C=CS2 ((S)-10,11,12,12a-tetrahydro-8-oxo-8H-imidazo[5,1-c]pyrrolo[1,2-a]thieno[3,2-e][1,4]diazepine-1-carboxamide). Isolated yield 91.3%. As a reaction SMILES: C(N1C=CN=C1)([N:3]1C=CN=C1)=O.[O:13]=[C:14]1[N:20]2[CH2:21][CH2:22][CH2:23][C@H:19]2[C:18]2=[C:24]([C:27]([OH:29])=O)[N:25]=[CH:26][N:17]2[C:16]2[CH:30]=[CH:31][S:32][C:15]1=2.N>CN(C)C=O>[O:13]=[C:14]1[N:20]2[CH2:21][CH2:22][CH2:23][C@H:19]2[C:18]2=[C:24]([C:27]([NH2:3])=[O:29])[N:25]=[CH:26][N:17]2[C:16]2[CH:30]=[CH:31][S:32][C:15]1=2. Reported procedure: 12.33 g (76 mmol) of 1,1'-carbonyldiimidazole were added portionwise to a suspension of 22 g (76 mmol) of (S)-10,11,12,12a-tetrahydro-8-oxo-8H-imidazo[5,1-c]pyrrolo[1,2-a]thieno[3,2-e][1,4]diazepine-1-carboxylic acid (EP 59 390 A1) in 100 ml of dimethylformamide. The resulting pale brown solution was heated to 50° for 45 minutes. Subsequently, the solution was cooled to room temperature and 14 ml of aqueous ammonia solution were added dropwise thereto. After a further 30 minutes the reaction mix... Reactants: O1CCOC12CCC(CC2)N2N=C(C=C2C(C)C)C(C)C (1-(1,4-dioxa-spiro[4.5]dec-8-yl)-3,5-diisopropyl-1H-pyrazole), Cl (HCl). The solvent is CC(=O)C (acetone). The product is C(C)(C)C1=NN(C(=C1)C(C)C)C1CCC(CC1)=O (4-(3,5-Diisopropyl-pyrazol-1-yl)-cyclohexanone). Reaction SMILES: O1[C:5]2([CH2:10][CH2:9][CH:8]([N:11]3[C:15]([CH:16]([CH3:18])[CH3:17])=[CH:14][C:13]([CH:19]([CH3:21])[CH3:20])=[N:12]3)[CH2:7][CH2:6]2)[O:4]CC1.Cl>CC(C)=O>[CH:19]([C:13]1[CH:14]=[C:15]([CH:16]([CH3:18])[CH3:17])[N:11]([CH:8]2[CH2:9][CH2:10][C:5](=[O:4])[CH2:6][CH2:7]2)[N:12]=1)([CH3:20])[CH3:21]. Procedure: To a solution of 1-(1,4-dioxa-spiro[4.5]dec-8-yl)-3,5-diisopropyl-1H-pyrazole (40 mg) in acetone (20 ml) was added HCl (20 mL, 2M aq). The reaction was heated to reflux overnight. The reaction was cooled, concentrated and extracted with EtOAc. The organic fractions were washed with water, saturated NaHCO3 and dried over Na2SO4. The solution was concentrated and used without further purification (Yield 30.6 mg). LC-MS (C15H24N2O calculated 248) m/z 249 (M+H).